Dataset: the Open Reaction Database (ORD), a public repository of structured organic reaction records. Task: describe an organic reaction: reactants, conditions, products, and yield Starting materials: CC(C(=O)OCC)C(C)=O (ethyl 2-methyl-3-oxobutanoate), BrBr (bromine). Run in O (water). Run at time 16 hour. The product is BrCC(C(C(=O)OCC)C)=O (ethyl 4-bromo-2-methyl-3-oxobutanoate). As a reaction SMILES: [CH3:1][CH:2]([C:8](=[O:10])[CH3:9])[C:3]([O:5][CH2:6][CH3:7])=[O:4].[Br:11]Br>O>[Br:11][CH2:9][C:8](=[O:10])[CH:2]([CH3:1])[C:3]([O:5][CH2:6][CH3:7])=[O:4]. Reported procedure: To a solution of ethyl 2-methyl-3-oxobutanoate (5.05 g, 35.0 mmol) in water (10 mL) at 0° C. was added bromine (1.81 mL, 35.0 mmol) dropwise over 2 h. The resulting solution was stirred at rt for 16 h. The reaction mixture was extracted with ethyl acetate, the organic phase was dried over sodium sulfate and concentrated to give ethyl 4-bromo-2-methyl-3-oxobutanoate. 1HNMR (500 MHz, CDCl3), δ4.322-4.274 (m, 2H), 2.455 (s, 2H), 1.991 (s, 3H), 1.337-1.309 (t, 3H).